Dataset: the Open Reaction Database (ORD), a public repository of structured organic reaction records. Task: describe an organic reaction: reactants, conditions, products, and yield Starting materials: FC(Cc1cccc(Oc2ccccc2)c1)=C(F)C(CCBr)c1ccc(Cl)cc1, CCO, [Na+], [S-]c1ccccc1. The product is FC(Cc1cccc(Oc2ccccc2)c1)=C(F)C(CCSc1ccccc1)c1ccc(Cl)cc1. As a reaction SMILES: [Br:1][CH2:2][CH2:3][CH:4]([C:5](=[C:6]([CH2:7][c:8]1[cH:9][c:10]([O:14][c:15]2[cH:16][cH:17][cH:18][cH:19][cH:20]2)[cH:11][cH:12][cH:13]1)[F:21])[F:22])[c:23]1[cH:24][cH:25][c:26]([Cl:29])[cH:27][cH:28]1.[CH3:38][CH2:39][OH:40].[Na+:37].[S-:30][c:31]1[cH:32][cH:33][cH:34][cH:35][cH:36]1>>[CH2:2]([CH2:3][CH:4]([C:5](=[C:6]([CH2:7][c:8]1[cH:9][c:10]([O:14][c:15]2[cH:16][cH:17][cH:18][cH:19][cH:20]2)[cH:11][cH:12][cH:13]1)[F:21])[F:22])[c:23]1[cH:24][cH:25][c:26]([Cl:29])[cH:27][cH:28]1)[S:30][c:31]1[cH:32][cH:33][cH:34][cH:35][cH:36]1.